The task is: describe an organic reaction: reactants, conditions, products, and yield. This data is from the Open Reaction Database (ORD), a public repository of structured organic reaction records. The reactants are [H-].[H-].[H-].[H-].[Li+].[Al+3] (LiAlH4), C(C)(C)(C)OC(NC1=NC=C(C=C1)CN1C(C(NCC1)=O)(C)C)=O ([5-(2,2-dimethyl-3-oxo-piperazin-1-ylmethyl)-pyridin-2-yl]-carbamic acid tert-butyl ester). Run in C1CCOC1 (THF). Conditions: temperature 50 celsius, time 3 hour. The product is C(C)(C)(C)OC(NC1=NC=C(C=C1)CN1C(CNCC1)(C)C)=O ([5-(2,2-Dimethyl-piperazin-1-ylmethyl)-pyridin-2-yl]carbamic acid tert-butyl ester). The yield is 58.0%. RXN SMILES: [H-].[H-].[H-].[H-].[Li+].[Al+3].[C:7]([O:11][C:12](=[O:30])[NH:13][C:14]1[CH:19]=[CH:18][C:17]([CH2:20][N:21]2[CH2:26][CH2:25][NH:24][C:23](=O)[C:22]2([CH3:29])[CH3:28])=[CH:16][N:15]=1)([CH3:10])([CH3:9])[CH3:8]>C1COCC1>[C:7]([O:11][C:12](=[O:30])[NH:13][C:14]1[CH:19]=[CH:18][C:17]([CH2:20][N:21]2[CH2:26][CH2:25][NH:24][CH2:23][C:22]2([CH3:29])[CH3:28])=[CH:16][N:15]=1)([CH3:10])([CH3:8])[CH3:9] |f:0.1.2.3.4.5|. Procedure: LiAlH4 (1M in THF, 78 mL, 78 mmol, 2 equiv) was added to a solution of [5-(2,2-dimethyl-3-oxo-piperazin-1-ylmethyl)-pyridin-2-yl]-carbamic acid tert-butyl ester (Step 109.4) (13 g, 39 mmol) in THF (150 mL) at 50° C., under an argon atmosphere. The resulting mixture was stirred for 3 h at 50° C., cooled to 0° C., quenched by addition of acetone, filtered through a pad of celite and the filtrate was concentrated. The residue was purified by silica gel column chromatography (DCM/MeOH/NH3aq, 97.5:1.... The product is FC1=C(OC2=C(C#N)C=C(C=C2)[N+](=O)[O-])C(=C(C(=C1F)F)F)F (2-(2,3,4,5,6-pentafluorophenoxy)-5-nitrobenzonitrile). Reactants: ClC1=C(C#N)C=C(C=C1)[N+](=O)[O-] (2-chloro-5-nitrobenzonitrile), C(C)#N (acetonitrile), FC1=C(C(=C(C(=C1F)F)F)F)O (2,3,4,5,6-pentafluorophenol), C(=O)([O-])[O-].[K+].[K+] (K2CO3). The solvent is O (water). As a reaction SMILES: Cl[C:2]1[CH:9]=[CH:8][C:7]([N+:10]([O-:12])=[O:11])=[CH:6][C:3]=1[C:4]#[N:5].[F:13][C:14]1[C:19]([F:20])=[C:18]([F:21])[C:17]([F:22])=[C:16]([F:23])[C:15]=1[OH:24].C([O-])([O-])=O.[K+].[K+].C(#N)C>O>[F:13][C:14]1[C:19]([F:20])=[C:18]([F:21])[C:17]([F:22])=[C:16]([F:23])[C:15]=1[O:24][C:2]1[CH:9]=[CH:8][C:7]([N+:10]([O-:12])=[O:11])=[CH:6][C:3]=1[C:4]#[N:5] |f:2.3.4|. Yield: 57.2%. Reported procedure: In a 250 ml single-neck flask equipped with a magnetic stirrer and a reflux condenser fitted with a nitrogen bubbler were placed 9.59 g (0.0525 moles) of 2-chloro-5-nitrobenzonitrile, 9.96 g (0.0541 moles) of 2,3,4,5,6-pentafluorophenol, 7.56 g (0.0541 moles) of anhydrous K2CO3, and 75 ml of acetonitrile. The mixture was heated to reflux and held there for 3 hrs. The reaction mixture was then cooled to room temperature and diluted with 150 ml of deionized water. The product separated as a crysta... Reaction conditions: time 3 hour. Starting materials: CC(C)(C)OC(=O)N1CCN(c2ccc(Nc3nc(-c4cccc(NC(=O)c5ccc(C(C)(C)C)cc5)c4)cn4ccnc34)cc2)CC1, CCOCC, Cl, [Na+], C1COCCO1, [OH-], O. Yields the product CC(C)(C)c1ccc(C(=O)Nc2cccc(-c3cn4ccnc4c(Nc4ccc(N5CCNCC5)cc4)n3)c2)cc1. RXN SMILES: [C:1]([O:2][C:3](=[O:4])[N:8]1[CH2:9][CH2:10][N:11]([c:14]2[cH:15][cH:16][c:17]([NH:20][c:21]3[c:22]4[n:23]([cH:24][c:25](-[c:27]5[cH:28][c:29]([NH:33][C:34]([c:35]6[cH:36][cH:37][c:38]([C:41]([CH3:42])([CH3:43])[CH3:44])[cH:39][cH:40]6)=[O:45])[cH:30][cH:31][cH:32]5)[n:26]3)[cH:46][cH:47][n:48]4)[cH:18][cH:19]2)[CH2:12][CH2:13]1)([CH3:5])([CH3:6])[CH3:7].[CH3:58][CH2:59][O:60][CH2:61][CH3:62].[ClH:49].[Na+:57].[O:50]1[CH2:51][CH2:52][O:53][CH2:54][CH2:55]1.[OH-:56].[OH2:63]>>[NH:8]1[CH2:9][CH2:10][N:11]([c:14]2[cH:15][cH:16][c:17]([NH:20][c:21]3[c:22]4[n:23]([cH:24][c:25](-[c:27]5[cH:28][c:29]([NH:33][C:34]([c:35]6[cH:36][cH:37][c:38]([C:41]([CH3:42])([CH3:43])[CH3:44])[cH:39][cH:40]6)=[O:45])[cH:30][cH:31][cH:32]5)[n:26]3)[cH:46][cH:47][n:48]4)[cH:18][cH:19]2)[CH2:12][CH2:13]1. Reactants: C1=CC=C(C=C1)OC(=S)Cl (Phenyl chlorothionoformate), N1C=NC(=C1)CC1=C(C=CC=C1)C1=CC=C(C=C1)C#N (2′-(1H-imidazol-4-ylmethyl)-biphenyl-4-carbonitrile), N1C=NC(=C1)CC1=C(C=CC=C1)C1=CC=C(C=C1)C#N (2′-(1H-imidazol-4-ylmethyl)-biphenyl-4-carbonitrile), C(=O)(O)[O-].[Na+] (NaHCO3). The solvent is O (water), C1CCOC1 (THF), O (water). Reaction conditions: time 16 hour. The product is S=C1NC=C(N1)CC1=C(C=CC=C1)C1=CC=C(C=C1)C#N (2′-(2-thioxo-2,3-dihydro-1H-imidazol-4-ylmethyl)-biphenyl-4-carbonitrile). Reaction SMILES: [NH:1]1[CH:5]=[C:4]([CH2:6][C:7]2[CH:12]=[CH:11][CH:10]=[CH:9][C:8]=2[C:13]2[CH:18]=[CH:17][C:16]([C:19]#[N:20])=[CH:15][CH:14]=2)[N:3]=[CH:2]1.C([O-])(O)=O.[Na+].C1C=CC(OC(Cl)=[S:34])=CC=1>C1COCC1.O>[S:34]=[C:2]1[NH:3][C:4]([CH2:6][C:7]2[CH:12]=[CH:11][CH:10]=[CH:9][C:8]=2[C:13]2[CH:18]=[CH:17][C:16]([C:19]#[N:20])=[CH:15][CH:14]=2)=[CH:5][NH:1]1 |f:1.2|. Procedure details: A solution of 2′-(1H-imidazol-4-ylmethyl)-biphenyl-4-carbonitrile (Intermediate D3) (0.36 g, 1.4 mmol) in THF (11 mL) and water (10 mL) was treated with NaHCO3 (1.2 g) at rt for 5 m. Phenyl chlorothionoformate (0.95 mL, 7.0 mmol) was added and stirring was continued for 16 h. The mixture was diluted with water (10 mL) and extracted with ether (4×15 mL). The organic portions were combined, dried over MgSO4, filtered and freed of solvent. The residue was dissolved in MeOH (15 mL) and treated with ... The reactants are C(C)(C)(C)OC(CC1=CC(=C(C=C1)[N+](=O)[O-])OC)=O ((3-methoxy-4-nitro-phenyl)-acetic acid tert-butyl ester), [NH4+].[Cl-] (NH4Cl). Reagents/catalysts: [Zn] (zinc). Run in CO (methanol). Conditions: time 0.5 hour. The product is C(C)(C)(C)OC(CC1=CC(=C(C=C1)N)OC)=O ((4-amino-3-methoxy-phenyl)-acetic acid tert-butyl ester). Isolated yield 94.1%. RXN SMILES: [C:1]([O:5][C:6](=[O:19])[CH2:7][C:8]1[CH:13]=[CH:12][C:11]([N+:14]([O-])=O)=[C:10]([O:17][CH3:18])[CH:9]=1)([CH3:4])([CH3:3])[CH3:2].[NH4+].[Cl-]>CO.[Zn]>[C:1]([O:5][C:6](=[O:19])[CH2:7][C:8]1[CH:13]=[CH:12][C:11]([NH2:14])=[C:10]([O:17][CH3:18])[CH:9]=1)([CH3:3])([CH3:4])[CH3:2] |f:1.2|. Procedure: Step C A suspension of (3-methoxy-4-nitro-phenyl)-acetic acid tert-butyl ester (3 g, 11.2 mmol) in methanol (100 mL) was added an aqueous solution (50 mL) of NH4Cl (6 g, 112 mmol), followed by activated zinc (Aldrich, 7.3 g, 112 mmol). The reaction mixture was stirred at room temperature for 0.5 h. The mixture was filtered through a short pad of celite. The mixture was concentrated. The residue was partitioned between ethyl acetate and water. The organic layer was separated, and aqueous layer wa...